Task: describe an organic reaction: reactants, conditions, products, and yield. Dataset: the Open Reaction Database (ORD), a public repository of structured organic reaction records Procedure: A solution of (2R,3S)-3-acetamido-2-allyl-N-tert-butyltetrahydrofuran-3-carboxamide (930 mg, 3.47 mmol) in dichloromethane (20 mL), was treated with chloro-1,5-cyclooctadiene iridium(I) dimer (70 mg, 3 mol %) and 1,2-bis(diphenylphosphino)-ethane (83 mg, 6 mol %). The solution was stirred at room temperature for 30 minutes and then 4,4,5,5-tetramethyl-[1,3,2]dioxaborolane (1.01 mL, 6.94 mmol) was added dropwise, and the reaction was stirred overnight at room temperature. The next day, the reacti... The reagents and catalysts are [Ir+].ClC1=CCCC=CCC1 (chloro-1,5-cyclooctadiene iridium(I)), C1(=CC=CC=C1)P(CCP(C1=CC=CC=C1)C1=CC=CC=C1)C1=CC=CC=C1 (1,2-bis(diphenylphosphino)-ethane). Yield: 62.8%. Run in ClCCl (dichloromethane). RXN SMILES: [C:1]([NH:4][C@@:5]1([C:13]([NH:15][C:16]([CH3:19])([CH3:18])[CH3:17])=[O:14])[CH2:9][CH2:8][O:7][C@@H:6]1[CH2:10][CH:11]=[CH2:12])(=[O:3])[CH3:2].[CH3:20][C:21]1([CH3:28])[C:25]([CH3:27])([CH3:26])[O:24][BH:23][O:22]1.O>ClCCl.[Ir+].ClC1CCC=CCCC=1.C1(P(C2C=CC=CC=2)CCP(C2C=CC=CC=2)C2C=CC=CC=2)C=CC=CC=1>[C:1]([NH:4][C@@:5]1([C:13]([NH:15][C:16]([CH3:19])([CH3:18])[CH3:17])=[O:14])[CH2:9][CH2:8][O:7][C@@H:6]1[CH2:10][CH2:11][CH2:12][B:23]1[O:24][C:25]([CH3:27])([CH3:26])[C:21]([CH3:28])([CH3:20])[O:22]1)(=[O:3])[CH3:2] |f:4.5|. Yields the product C(C)(=O)N[C@@]1([C@H](OCC1)CCCB1OC(C(O1)(C)C)(C)C)C(=O)NC(C)(C)C ((2R,3S)-3-acetamido-N-tert-butyl-2-(3-(4,4,5,5-tetramethyl-1,3,2-dioxaborolan-2-yl)propyl)tetrahydrofuran-3-carboxamide). Conditions: time 30 minute. Reactants: C(C)(=O)N[C@@]1([C@H](OCC1)CC=C)C(=O)NC(C)(C)C ((2R,3S)-3-acetamido-2-allyl-N-tert-butyltetrahydrofuran-3-carboxamide), CC1(OBOC1(C)C)C (4,4,5,5-tetramethyl-[1,3,2]dioxaborolane), O (water). RXN SMILES: [OH-].[Na+].[CH2:3]([C@@H:5]1[CH2:9][C@@H:8]([OH:10])[CH2:7][C@@H:6]1[C:11]([O:13]CC)=[O:12])[CH3:4].CCOCC>C([C@@H]1C[C@@H](O)C[C@@H]1C(O)=O)C>[CH2:3]([CH:5]1[CH2:9][CH:8]([OH:10])[CH2:7][CH:6]1[C:11]([OH:13])=[O:12])[CH3:4] |f:0.1|. Reported procedure: Aqueous sodium hydroxide (1N, 32.4 mL, 32.4 mmol) was added to a scalemic mixture enriched in (1S,2R,4R)-ethyl 2-ethyl-4-hydroxycyclopentanecarboxylate (3.02 g, 16.21 mmol) and the reaction mixture was stirred at ambient temperature overnight. Ether (15 mL) was added and the layers were separated. The aqueous layer was cooled to about 0° C. Aqueous HCl (5N) was slowly added to bring pH to about 1. The aqueous suspension was extracted with EtOAc (4×40 mL). The combined organic layers were washed ... The product is C(C)C1C(CC(C1)O)C(=O)O (2-ethyl-4-hydroxycyclopentanecarboxylic acid). Starting materials: [OH-].[Na+] (sodium hydroxide), C(C)[C@H]1[C@H](C[C@@H](C1)O)C(=O)OCC ((1S,2R,4R)-ethyl 2-ethyl-4-hydroxycyclopentanecarboxylate), CCOCC (Ether). Conditions: time 8 hour. The solvent is C(C)[C@H]1[C@H](C[C@@H](C1)O)C(=O)O ((1S,2R,4R)-2-ethyl-4-hydroxycyclopentanecarboxylic acid). Starting materials: OC1=C(C(=O)O)C=C(C=C1)O (2,5-dihydroxybenzoic acid), N12CCCCCC2=NCCC1 (1.8-diazabicyclo[5.4.0]undec-7-ene), [I-].[K+] (potassium iodide), ClCCCCCCCCOC1=CC=C(C#N)C=C1 (p-[(8-chlorooctyl)oxy]benzonitrile). The solvent is C(C)#N (acetonitrile), O (water). Yields the product OC1=C(C(=O)OCCCCCCCCOC2=CC=C(C=C2)C#N)C=C(C=C1)O (8-(p-cyanophenoxy)octyl 2,5-dihydroxybenzoate). Yield: 83.5%. RXN SMILES: [OH:1][C:2]1[CH:10]=[CH:9][C:8]([OH:11])=[CH:7][C:3]=1[C:4]([OH:6])=[O:5].N12CCCN=C1CCCCC2.[I-].[K+].Cl[CH2:26][CH2:27][CH2:28][CH2:29][CH2:30][CH2:31][CH2:32][CH2:33][O:34][C:35]1[CH:42]=[CH:41][C:38]([C:39]#[N:40])=[CH:37][CH:36]=1>O.C(#N)C>[OH:1][C:2]1[CH:10]=[CH:9][C:8]([OH:11])=[CH:7][C:3]=1[C:4]([O:6][CH2:26][CH2:27][CH2:28][CH2:29][CH2:30][CH2:31][CH2:32][CH2:33][O:34][C:35]1[CH:42]=[CH:41][C:38]([C:39]#[N:40])=[CH:37][CH:36]=1)=[O:5] |f:2.3|. Procedure: A mixture of 2,5-dihydroxybenzoic acid (4.2 g; 27.5 mmol), 1.8-diazabicyclo[5.4.0]undec-7-ene (4.2 g; 27.5 mmol), potassium iodide (41.0 g; 247 mmol), p-[(8-chlorooctyl)oxy]benzonitrile (6.6 g; 25 mmol) and acetonitrile (100 ml) was heated under reflux for 72 h. The reaction mixture was cooled, poured into water (500 ml) and extracted with ethyl acetate (3×150 ml). The combined organic layers were washed with 1N-hydrochloric acid (150 ml) and water (2×150 ml), dried over magnesium sulphate and f... Reactants: O (water), CC=1OC2=C(C1)C(=CC(=C2)C(=O)O)OCC2=C(C=CC=C2)F (2-methyl-4-(2-fluorobenzyloxy)-1-benzofuran-6-carboxylic acid), NC1=NC=C(C=C1)C(=O)OC (methyl 2-aminopyridine-5-carboxylate), P(=O)(Cl)(Cl)Cl (phosphorus oxychloride), N1=CC=CC=C1 (pyridine). Reaction conditions: time 16 hour. Yields the product CC=1OC2=C(C1)C(=CC(=C2)C(NC2=CC=C(C=C2)C(=O)OC)=O)OCC2=C(C=CC=C2)F (2-Methyl-4-(2-fluorobenzyloxy)-6-[N-(4-methoxycarbonylphenyl)carbamoyl]benzofuran). Isolated yield 70.0%. RXN SMILES: [CH3:1][C:2]1[O:3][C:4]2[CH:10]=[C:9]([C:11]([OH:13])=O)[CH:8]=[C:7]([O:14][CH2:15][C:16]3[CH:21]=[CH:20][CH:19]=[CH:18][C:17]=3[F:22])[C:5]=2[CH:6]=1.N[C:24]1[CH:29]=[CH:28][C:27]([C:30]([O:32][CH3:33])=[O:31])=[CH:26][N:25]=1.P(Cl)(Cl)(Cl)=O.O.N1C=CC=C[CH:41]=1>>[CH3:1][C:2]1[O:3][C:4]2[CH:10]=[C:9]([C:11](=[O:13])[NH:25][C:24]3[CH:41]=[CH:26][C:27]([C:30]([O:32][CH3:33])=[O:31])=[CH:28][CH:29]=3)[CH:8]=[C:7]([O:14][CH2:15][C:16]3[CH:21]=[CH:20][CH:19]=[CH:18][C:17]=3[F:22])[C:5]=2[CH:6]=1. Procedure details: A solution of 2-methyl-4-(2-fluorobenzyloxy)-1-benzofuran-6-carboxylic acid (Method 3; 0.60 mg, 0.2 mmol) and methyl 2-aminopyridine-5-carboxylate (61 mg, 0.4 mmol, 2 eq) in pyridine (1 ml) was treated with phosphorus oxychloride (20.5 μl, 0.22 mmol, 1.1 eq), and the reaction mixture stirred for 16 hrs at ambient temperature. The reaction mixture was poured into water and extracted twice with ethyl acetate; the extracts were washed with brine, dried (MgSO4) and evaporated to give a yellow gum. T... Reported procedure: A sample of 3-((1-methyl-2-(S)-pyrrolidinyl)methoxy)-5bromo-pyridine-N-oxide, from Example 98a above, is reacted with sodium cyanide in DMF and water according to standard procedures. The solvents are removed, and the product is extracted, then purified by chromatography on silica gel. Run in O (water). Starting materials: CN1[C@@H](CCC1)COC=1C=[N+](C=C(C1)Br)[O-] (3-((1-methyl-2-(S)-pyrrolidinyl)methoxy)-5bromo-pyridine-N-oxide), [C-]#N.[Na+] (sodium cyanide), CN(C)C=O (DMF). As a reaction SMILES: [CH3:1][N:2]1[CH2:6][CH2:5][CH2:4][C@H:3]1[CH2:7][O:8][C:9]1[CH:10]=[N+:11]([O-:16])[CH:12]=[C:13](Br)[CH:14]=1.[C-]#N.[Na+].CN([CH:23]=[O:24])C>O>[CH3:1][N:2]1[CH2:6][CH2:5][CH2:4][C@H:3]1[CH2:7][O:8][C:9]1[CH:10]=[N+:11]([O-:16])[CH:12]=[C:13]([O:24][CH3:23])[CH:14]=1 |f:1.2|. The product is CN1[C@@H](CCC1)COC=1C=[N+](C=C(C1)OC)[O-] (3-((1-methyl-2-(S)-pyrrolidinyl)methoxy)-5methoxy-pyridine-N-oxide). Starting materials: BrC=1C=C(C(=O)O)C=CC1 (3-bromo-benzoic acid), C(C)OC(=O)C1=CC=C(C=C1)B(O)O (4-ethoxycarbonyl-phenyl boronic acid), C([O-])([O-])=O.[Cs+].[Cs+] (cesium carbonate). Reagents/catalysts: [Pd].C1(=CC=CC=C1)P(C1=CC=CC=C1)C1=CC=CC=C1.C1(=CC=CC=C1)P(C1=CC=CC=C1)C1=CC=CC=C1.C1(=CC=CC=C1)P(C1=CC=CC=C1)C1=CC=CC=C1.C1(=CC=CC=C1)P(C1=CC=CC=C1)C1=CC=CC=C1 (tetrakis(triphenylphosphine) palladium (0)). The solvent is COCCOC (DME). Yields the product C(C)OC(=O)C1=CC=C(C=C1)C1=CC(=CC=C1)C(=O)O (Biphenyl-3,4′-dicarboxylic acid 4′-ethyl ester). As a reaction SMILES: Br[C:2]1[CH:3]=[C:4]([CH:8]=[CH:9][CH:10]=1)[C:5]([OH:7])=[O:6].[CH2:11]([O:13][C:14]([C:16]1[CH:21]=[CH:20][C:19](B(O)O)=[CH:18][CH:17]=1)=[O:15])[CH3:12].C(=O)([O-])[O-].[Cs+].[Cs+]>COCCOC.[Pd].C1(P(C2C=CC=CC=2)C2C=CC=CC=2)C=CC=CC=1.C1(P(C2C=CC=CC=2)C2C=CC=CC=2)C=CC=CC=1.C1(P(C2C=CC=CC=2)C2C=CC=CC=2)C=CC=CC=1.C1(P(C2C=CC=CC=2)C2C=CC=CC=2)C=CC=CC=1>[CH2:11]([O:13][C:14]([C:16]1[CH:21]=[CH:20][C:19]([C:2]2[CH:10]=[CH:9][CH:8]=[C:4]([C:5]([OH:7])=[O:6])[CH:3]=2)=[CH:18][CH:17]=1)=[O:15])[CH3:12] |f:2.3.4,6.7.8.9.10|. Reported procedure: A mixture of 3-bromo-benzoic acid (4.02 g) and 4-ethoxycarbonyl-phenyl boronic acid (3.88 g) in DME (100 ml) containing cesium carbonate (6.5 g) and tetrakis(triphenylphosphine) palladium (0) (1.15 g) was heated to reflux for 24 h. The cooled mixture was then filtered through celite and evaporated giving the crude title compound as a white solid which was used without purification in the next synthetic step. Reactants: C[C@]12C(CC([C@H](CC1)O2)=O)=O ((1R*,5S*)-1-Methyl-8-oxabicyclo[3.2.1]octane-2,4-dione), C(Cl)(Cl)Cl (chloroform), Cl (hydrochloric acid), C(C)(=O)[O-].C(C)(=O)[O-].C(C)(=O)[O-].BrC1=CC(=C(C(=C1)C)[Pb+3])C (4-Bromo-2,6-dimethylphenyllead triacetate). The reagents and catalysts are CN(C1=CC=NC=C1)C (4-dimethylaminopyridine). The solvent is C1(=CC=CC=C1)C (toluene). Run at temperature 80 celsius. Yields the product BrC1=CC(=C(C(=C1)C)C1C([C@]2(CC[C@@H](C1=O)O2)C)=O)C ((1R*,5S*)-3-(4-bromo-2,6-dimethylphenyl)-1-methyl-8-oxabicyclo[3.2.1]octane-2,4-dione). The yield is 7.6%. As a reaction SMILES: [CH3:1][C@@:2]12[O:9][C@@H:6]([CH2:7][CH2:8]1)[C:5](=[O:10])[CH2:4][C:3]2=[O:11].C(Cl)(Cl)Cl.C([O-])(=O)C.C([O-])(=O)C.C([O-])(=O)C.[Br:28][C:29]1[CH:34]=[C:33]([CH3:35])[C:32]([Pb+3])=[C:31]([CH3:37])[CH:30]=1.Cl>CN(C)C1C=CN=CC=1.C1(C)C=CC=CC=1>[Br:28][C:29]1[CH:34]=[C:33]([CH3:35])[C:32]([CH:4]2[C:5](=[O:10])[C@H:6]3[O:9][C@:2]([CH3:1])([CH2:8][CH2:7]3)[C:3]2=[O:11])=[C:31]([CH3:37])[CH:30]=1 |f:2.3.4.5|. Reported procedure: (1R*,5S*)-1-Methyl-8-oxabicyclo[3.2.1]octane-2,4-dione (6 g, 0.039 mol) and 4-dimethylaminopyridine (24 g, 0.196 mol) are added to a mixture of chloroform (120 ml) and toluene (30 ml). The reaction mixture is flushed with nitrogen for 15 minutes at ambient temperature. 4-Bromo-2,6-dimethylphenyllead triacetate (24 g, 0.042 mol) is added in one portion and the reaction mixture is stirred and heated to 80° C. (pre-heated oil bath) under an atmosphere of nitrogen for 1 hour. The reaction mixture is... The reactants are CC(O)=S, C1CCOC1, CC(C)OC(=O)N=NC(=O)OC(C)C, c1ccc(P(c2ccccc2)c2ccccc2)cc1, CC(C)(C)OC(=O)NC(CO)Cc1c[nH]c2ccccc12. Yields the product CC(=S)OCC(Cc1c[nH]c2ccccc12)NC(=O)OC(C)(C)C. Reaction SMILES: [C:55]([CH3:56])(=[S:57])[OH:58].[CH2:59]1[O:60][CH2:61][CH2:62][CH2:63]1.[N:1]([C:2]([O:3][CH:4]([CH3:5])[CH3:6])=[O:7])=[N:8][C:9]([O:10][CH:11]([CH3:12])[CH3:13])=[O:14].[c:15]1([P:16]([c:17]2[cH:18][cH:19][cH:20][cH:21][cH:22]2)[c:23]2[cH:24][cH:25][cH:26][cH:27][cH:28]2)[cH:29][cH:30][cH:31][cH:32][cH:33]1.[nH:34]1[cH:35][c:36]([CH2:43][CH:44]([CH2:45][OH:46])[NH:47][C:48](=[O:49])[O:50][C:51]([CH3:52])([CH3:53])[CH3:54])[c:37]2[cH:38][cH:39][cH:40][cH:41][c:42]12>>[nH:34]1[cH:35][c:36]([CH2:43][CH:44]([CH2:45][O:46][C:55]([CH3:56])=[S:57])[NH:47][C:48](=[O:49])[O:50][C:51]([CH3:52])([CH3:53])[CH3:54])[c:37]2[cH:38][cH:39][cH:40][cH:41][c:42]12.